Dataset: the Open Reaction Database (ORD), a public repository of structured organic reaction records. Task: describe an organic reaction: reactants, conditions, products, and yield The reactants are C1C(=O)COC1=O (tetronic acid), C(C)(=O)O (acetic acid), ClCCCNCC=1C=NC(=CC1)Cl (3-chloro-N-[(6-chloropyridin-3-yl)methyl]propan-1-amine), O (water). The reagents and catalysts are C1(=CC=C(C=C1)S(=O)(=O)O)C (4-toluenesulphonic acid). Solvent: C1=CC=CC=C1 (benzene). Yields the product ClCCCN(C1=CC(OC1)=O)CC=1C=NC(=CC1)Cl (4-[(3-chloropropyl)[(6-chloropyridin-3-yl)methyl]amino]furan-2(5H)-one). Isolated yield 40.8%. RXN SMILES: C(O)(=O)C.[Cl:5][CH2:6][CH2:7][CH2:8][NH:9][CH2:10][C:11]1[CH:12]=[N:13][C:14]([Cl:17])=[CH:15][CH:16]=1.[CH2:18]1[C:23](=[O:24])[O:22][CH2:21][C:19]1=O.O>C1C=CC=CC=1.C1(C)C=CC(S(O)(=O)=O)=CC=1>[Cl:5][CH2:6][CH2:7][CH2:8][N:9]([CH2:10][C:11]1[CH:12]=[N:13][C:14]([Cl:17])=[CH:15][CH:16]=1)[C:19]1[CH2:21][O:22][C:23](=[O:24])[CH:18]=1. Procedure details: 4.26 ml (74.4 mmol) of acetic acid are added to 16.30 g (74.4 mmol) of 3-chloro-N-[(6-chloropyridin-3-yl)methyl]propan-1-amine (IVa-1 cf. also B. Latli et al. J. Med. Chem. 1999, 42, 2227-2234) in 300 ml of benzene, and the mixture is stirred at room temperature for 30 minutes. 9.68 g (96.7 mmol) of tetronic acid and 128 mg of 4-toluenesulphonic acid are then added, and the mixture is heated under reflux on a water separator for 2 hours. The reaction mixture is concentrated under reduced pressur... Starting materials: CCCCc1nnc(OC2CCNCC2)cc1-c1ccc(OCc2ccccc2)cc1, ClCCl, Cl, Cl. Yields the product CCCCc1nnc(OC2CCN(C)CC2)cc1-c1ccc(OCc2ccccc2)cc1. As a reaction SMILES: [CH2:3]([c:4]1[cH:5][cH:6][cH:7][cH:8][cH:9]1)[O:10][c:11]1[cH:12][cH:13][c:14](-[c:17]2[c:18]([CH2:30][CH2:31][CH2:32][CH3:33])[n:19][n:20][c:21]([O:23][CH:24]3[CH2:25][CH2:26][NH:27][CH2:28][CH2:29]3)[cH:22]2)[cH:15][cH:16]1.[Cl:34][CH2:35][Cl:36].[ClH:1].[ClH:2]>>[CH2:3]([c:4]1[cH:5][cH:6][cH:7][cH:8][cH:9]1)[O:10][c:11]1[cH:12][cH:13][c:14](-[c:17]2[c:18]([CH2:30][CH2:31][CH2:32][CH3:33])[n:19][n:20][c:21]([O:23][CH:24]3[CH2:25][CH2:26][N:27]([CH3:35])[CH2:28][CH2:29]3)[cH:22]2)[cH:15][cH:16]1. The reactants are B (borane), S1C(=CC=C1)CCCC(=O)O (4-(2-thienyl)-butyric acid). The solvent is O1CCCC1 (tetrahydrofuran), O1CCCC1 (tetrahydrofuran). Conditions: time 17 hour. Yields the product S1C(=CC=C1)CCCCO (4-(2-Thienyl)butanol). Reaction SMILES: B.[S:2]1[CH:6]=[CH:5][CH:4]=[C:3]1[CH2:7][CH2:8][CH2:9][C:10](O)=[O:11]>O1CCCC1>[S:2]1[CH:6]=[CH:5][CH:4]=[C:3]1[CH2:7][CH2:8][CH2:9][CH2:10][OH:11]. Procedure: To 240 ml. of 1 M borane in tetrahydrofuran chilled in an ice bath, is added dropwise, 20.4 g. of 4-(2-thienyl)-butyric acid in 50 ml. of tetrahydrofuran. After the addition, the mixture is allowed to stand at room temperature for 17 hours and is poured onto ice. After standing, the mixture is extracted with ether, the ether extract washed with water, dried over magnesium sulfate and concentrated in vacuo to give a pale yellow oil. Reactants: ester, C(C1=CC=CC=C1)OC1=CC=C(C=C1)CC(C(=O)O)OCC (3-[4-(benzyloxy)phenyl]-2-ethoxypropanoic acid). Run in C(CCCCC)O (1-hexanol). Yields the product C(C1=CC=CC=C1)OC1=CC=C(C=C1)CC(C(=O)OCCCCCC)OCC (Hexyl (2RS) 3-[4-(benzyloxy)phenyl]-2-ethoxypropanoate). As a reaction SMILES: [CH2:1]([O:8][C:9]1[CH:14]=[CH:13][C:12]([CH2:15][CH:16]([O:20][CH2:21][CH3:22])[C:17]([OH:19])=[O:18])=[CH:11][CH:10]=1)[C:2]1[CH:7]=[CH:6][CH:5]=[CH:4][CH:3]=1>C(O)CCCCC>[CH2:1]([O:8][C:9]1[CH:10]=[CH:11][C:12]([CH2:15][CH:16]([O:20][CH2:21][CH3:22])[C:17]([O:19][CH2:6][CH2:7][CH2:2][CH2:3][CH2:4][CH3:5])=[O:18])=[CH:13][CH:14]=1)[C:2]1[CH:7]=[CH:6][CH:5]=[CH:4][CH:3]=1. Procedure: The ester can be prepared by acid catalysed esterification of 3-[4-(benzyloxy)phenyl]-2-ethoxypropanoic acid with/in 1-hexanol. Isocratic HPLC method 2 (8.57 min.): 92.2%. Reactants: ClCC=CC=1NC2=C(C(=NC(=C2)C2=CC(=C(C=C2)OCC)C(F)(F)F)C#N)N1 (2-(3-chloro-propenyl)-6-(4-ethoxy-3-trifluoromethyl-phenyl)-1H-imidazo[4,5-c]pyridine-4-carbonitrile), N1CCOCC1 (morpholine). The solvent is CS(=O)C (DMSO). The product is C(C)OC1=C(C=C(C=C1)C1=CC2=C(C(=N1)C#N)N=C(N2)C=CCN2CCOCC2)C(F)(F)F (6-(4-Ethoxy-3-trifluoromethyl-phenyl)-2-(3-morpholin-4-yl-propenyl)-1H-imidazo-[4,5-c]pyridine-4-carbonitrile). Reaction SMILES: Cl[CH2:2][CH:3]=[CH:4][C:5]1[NH:6][C:7]2[CH:12]=[C:11]([C:13]3[CH:18]=[CH:17][C:16]([O:19][CH2:20][CH3:21])=[C:15]([C:22]([F:25])([F:24])[F:23])[CH:14]=3)[N:10]=[C:9]([C:26]#[N:27])[C:8]=2[N:28]=1.[NH:29]1[CH2:34][CH2:33][O:32][CH2:31][CH2:30]1>CS(C)=O>[CH2:20]([O:19][C:16]1[CH:17]=[CH:18][C:13]([C:11]2[N:10]=[C:9]([C:26]#[N:27])[C:8]3[N:28]=[C:5]([CH:4]=[CH:3][CH2:2][N:29]4[CH2:34][CH2:33][O:32][CH2:31][CH2:30]4)[NH:6][C:7]=3[CH:12]=2)=[CH:14][C:15]=1[C:22]([F:25])([F:24])[F:23])[CH3:21]. Reported procedure: A solution of 2-(3-chloro-propenyl)-6-(4-ethoxy-3-trifluoromethyl-phenyl)-1H-imidazo[4,5-c]pyridine-4-carbonitrile (23 mg, 0.05 mmol), morpholine (16.1 mg, 0.15 mmol) in DMSO (500 uL) was heated to 120° C. for 5 minutes. The mixture was purified using ion exchange chromatography to afford the title compound. Reactants: CC(C)C[Al+]CC(C)C, C[Si](C)(C)C#N, Cc1ccccc1, CO, [H-], N#Cc1ccccc1, [Na+], [Na+], O=S(=O)([O-])[O-]. The product is N#CC(N)c1ccccc1. RXN SMILES: [CH2:10]([Al+:11][CH2:12][CH:13]([CH3:14])[CH3:15])[CH:16]([CH3:17])[CH3:18].[CH3:19][Si:20]([CH3:21])([CH3:22])[C:23]#[N:24].[CH3:32][c:33]1[cH:34][cH:35][cH:36][cH:37][cH:38]1.[CH3:39][OH:40].[H-:9].[N:1]#[C:2][c:3]1[cH:4][cH:5][cH:6][cH:7][cH:8]1.[Na+:25].[Na+:26].[O-:27][S:28](=[O:29])(=[O:30])[O-:31]>>[NH2:1][CH:2]([c:3]1[cH:4][cH:5][cH:6][cH:7][cH:8]1)[C:23]#[N:24]. Reactants: C([O-])(O)=O.[Na+] (sodium bicarbonate), P(=O)(Cl)(Cl)Cl (Phosphorus oxychloride), NC1[C@@H]2N(C(=C(CS2)COC(N)=O)C(=O)O)C1=O (7-amino-3-carbamoyloxymethyl-3-cephem-4-carboxylic acid), C(C)(C)ON=C(C(=O)O)C=1N=C(SC1)NC=O (2-isopropoxyimino-2-(2-formamido-1,3-thiazol-4-yl)acetic acid). The solvent is O (water), C(C)(=O)OCC (Ethyl acetate), CC(=O)C (acetone), C(C)(=O)OCC (ethyl acetate), C(C)(=O)OCC (ethyl acetate), CN(C=O)C (dimethylformamide). Reaction conditions: time 10 minute. Product: C(C)(C)ON=C(C(=O)NC1[C@@H]2N(C(=C(CS2)COC(N)=O)C(=O)O)C1=O)C=1N=C(SC1)NC=O (7-[2-isopropoxyimino-2-(2-formamido-1,3-thiazol-4-yl)acetamido]-3-carbamoyloxymethyl-3-cephem-4-carboxylic acid). Isolated yield 58.4%. As a reaction SMILES: P(Cl)(Cl)(Cl)=O.[CH:6]([O:9][N:10]=[C:11]([C:15]1[N:16]=[C:17]([NH:20][CH:21]=[O:22])[S:18][CH:19]=1)[C:12]([OH:14])=O)([CH3:8])[CH3:7].[NH2:23][CH:24]1[C:39](=[O:40])[N:26]2[C:27]([C:36]([OH:38])=[O:37])=[C:28]([CH2:31][O:32][C:33](=[O:35])[NH2:34])[CH2:29][S:30][C@H:25]12.C(=O)(O)[O-].[Na+]>C(OCC)(=O)C.O.CC(C)=O.CN(C)C=O>[CH:6]([O:9][N:10]=[C:11]([C:15]1[N:16]=[C:17]([NH:20][CH:21]=[O:22])[S:18][CH:19]=1)[C:12]([NH:23][CH:24]1[C:39](=[O:40])[N:26]2[C:27]([C:36]([OH:38])=[O:37])=[C:28]([CH2:31][O:32][C:33](=[O:35])[NH2:34])[CH2:29][S:30][C@H:25]12)=[O:14])([CH3:7])[CH3:8] |f:3.4|. Procedure details: Phosphorus oxychloride (0.92 g) was added dropwise over 3 minutes at -5° to -10° C. to a solution of dimethylformamide (0.44 g) in ethyl acetate (2 ml). Ethyl acetate (20 ml) was added thereto and after 10 minutes, 2-isopropoxyimino-2-(2-formamido-1,3-thiazol-4-yl)acetic acid (syn isomer) (1.29 g) was added thereto at -5° to -10° C. The mixture was stirred for 10 minutes to give a clear solution. On the other hand, 7-amino-3-carbamoyloxymethyl-3-cephem-4-carboxylic acid (1.37 g) was dissolved un...